From a dataset of the Open Reaction Database (ORD), a public repository of structured organic reaction records. describe an organic reaction: reactants, conditions, products, and yield Starting materials: N1(N=CN=C1)CC1CN(CCN1)C(=O)OC(C)(C)C (tert-butyl 3-(1H-1,2,4-triazol-1-ylmethyl)-1-piperazinecarboxylate), C(C)(C)N(CC)C(C)C (di-isopropyl-ethyl amine), C(#N)C=1C=CC(=C(C1)S(=O)(=O)Cl)OC1=CC(=CC(=C1)Cl)Cl (5-cyano-2-(3,5-dichlorophenoxy)benzenesulfonyl chloride). Solvent: C1CCOC1 (THF). Conditions: temperature 50 celsius, time 8 hour. The product is C(#N)C=1C=CC(=C(C1)S(=O)(=O)N1C(CN(CC1)C(=O)OC(C)(C)C)CN1N=CN=C1)OC1=CC(=CC(=C1)Cl)Cl (tert-butyl 4-{[5-cyano-2-(3,5-dichlorophenoxy)phenyl]sulfonyl}-3-(1H-1,2,4-triazol-1-yl methyl)-1-piperazine-carboxylate). The yield is 65.1%. RXN SMILES: [N:1]1([CH2:6][CH:7]2[NH:12][CH2:11][CH2:10][N:9]([C:13]([O:15][C:16]([CH3:19])([CH3:18])[CH3:17])=[O:14])[CH2:8]2)[CH:5]=[N:4][CH:3]=[N:2]1.C(N(C(C)C)CC)(C)C.[C:29]([C:31]1[CH:32]=[CH:33][C:34]([O:41][C:42]2[CH:47]=[C:46]([Cl:48])[CH:45]=[C:44]([Cl:49])[CH:43]=2)=[C:35]([S:37](Cl)(=[O:39])=[O:38])[CH:36]=1)#[N:30]>C1COCC1>[C:29]([C:31]1[CH:32]=[CH:33][C:34]([O:41][C:42]2[CH:47]=[C:46]([Cl:48])[CH:45]=[C:44]([Cl:49])[CH:43]=2)=[C:35]([S:37]([N:12]2[CH2:11][CH2:10][N:9]([C:13]([O:15][C:16]([CH3:19])([CH3:18])[CH3:17])=[O:14])[CH2:8][CH:7]2[CH2:6][N:1]2[CH:5]=[N:4][CH:3]=[N:2]2)(=[O:38])=[O:39])[CH:36]=1)#[N:30]. Procedure: To a solution of tert-butyl 3-(1H-1,2,4-triazol-1-ylmethyl)-1-piperazinecarboxylate (29.5 mg, 0.11 mmol) and di-isopropyl-ethyl amine (28.5 mg, 0.22 mmol) in THF (2 ml) was added 5-cyano-2-(3,5-dichlorophenoxy)benzenesulfonyl chloride (40.0 mg, 0.11 mmol). The mixture was stirred at 50° C. overnight. The solvent was removed and the residue was diluted with CHCl3, washed with sat. NaHCO3 aq. and brine. The organic layer was dried over MgSO4. The solvent was evaporated in vacuo, and the resulting ...